This data is from the Open Reaction Database (ORD), a public repository of structured organic reaction records. The task is: describe an organic reaction: reactants, conditions, products, and yield Reactants: CN(C)C=O, CCOC(=O)c1ccc(CCl)o1, [Na+], [Na+], O=C([O-])[O-], O, CCOC(=O)N1CCC(Nc2nc3ccccc3[nH]2)CC1. The product is CCOC(=O)c1ccc(Cn2c(NC3CCN(C(=O)OCC)CC3)nc3ccccc32)o1. Reaction SMILES: [CH3:40][N:41]([CH3:42])[CH:43]=[O:44].[Cl:22][CH2:23][c:24]1[cH:25][cH:26][c:27]([C:29](=[O:30])[O:31][CH2:32][CH3:33])[o:28]1.[Na+:34].[Na+:35].[O-:36][C:37](=[O:38])[O-:39].[OH2:45].[nH:1]1[c:2]([NH:10][CH:11]2[CH2:12][CH2:13][N:14]([C:17](=[O:18])[O:19][CH2:20][CH3:21])[CH2:15][CH2:16]2)[n:3][c:4]2[c:5]1[cH:6][cH:7][cH:8][cH:9]2>>[n:1]1([CH2:23][c:24]2[cH:25][cH:26][c:27]([C:29](=[O:30])[O:31][CH2:32][CH3:33])[o:28]2)[c:2]([NH:10][CH:11]2[CH2:12][CH2:13][N:14]([C:17](=[O:18])[O:19][CH2:20][CH3:21])[CH2:15][CH2:16]2)[n:3][c:4]2[c:5]1[cH:6][cH:7][cH:8][cH:9]2. Reactants: BrC1=CC(=C(COC2OCCCC2)C=C1)CC (2-[(4-Bromo-2-ethylbenzyl)oxy]tetrahydro-2H-pyran), [C-]#N.[Na+] (sodium cyanide), CN(C)CCN(C)C (TMEDA), 1,5-dis(diphenylphosphino)pentane. The reagents and catalysts are C(C)(=O)[O-].[Pd+2].C(C)(=O)[O-] (palladium (II) acetate). Run in C1(=CC(=CC(=C1)C)C)C (mesitylene), O (water). Conditions: temperature 170 celsius, time 10 minute. The product is C(C)C=1C=C(C#N)C=CC1COC1OCCCC1 (3-Ethyl-4-[(tetrahydro-2H-pyran-2-yloxy)methyl]benzonitrile). Isolated yield 93.7%. As a reaction SMILES: Br[C:2]1[CH:15]=[CH:14][C:5]([CH2:6][O:7][CH:8]2[CH2:13][CH2:12][CH2:11][CH2:10][O:9]2)=[C:4]([CH2:16][CH3:17])[CH:3]=1.[C-]#N.[Na+].[CH3:21][N:22](CCN(C)C)C>C1(C)C=C(C)C=C(C)C=1.O.C([O-])(=O)C.[Pd+2].C([O-])(=O)C>[CH2:16]([C:4]1[CH:3]=[C:2]([CH:15]=[CH:14][C:5]=1[CH2:6][O:7][CH:8]1[CH2:13][CH2:12][CH2:11][CH2:10][O:9]1)[C:21]#[N:22])[CH3:17] |f:1.2,6.7.8|. Reported procedure: A solution of Intermediate 1 (2.9 g, 9.7 mmol), sodium cyanide (950 mg, 19.4 mmol), palladium (II) acetate (109 mg, 0.49 mmol), TMEDA (2.2 mL, 14.9 mmol), and 1,5-dis(diphenylphosphino)pentane (855 mg, 1.94 mmol) in mesitylene (50 mL) was bubbled with argon for 10 min. The degassed reaction mixture was heated to 170° C. for 16 h. After cooling to RT, the reaction mixture was diluted with water, stirred for another 10 min then extracted with ethyl acetate. The organic layer was washed with brine,... RXN SMILES: [C:1]([C:9]1[CH:14]=[CH:13][C:12]([OH:15])=[CH:11][CH:10]=1)([CH2:4][C:5]([CH3:8])([CH3:7])[CH3:6])([CH3:3])[CH3:2].[C:16]1([OH:22])[CH:21]=[CH:20][CH:19]=[CH:18][CH:17]=1.C=O.C(O)(=O)[C:26](O)=[O:27]>O.C1(C)C(C)=CC=CC=1.C1(C)C(C)=CC=CC=1>[C:1]([C:9]1[CH:10]=[CH:11][C:12]([OH:15])=[CH:13][CH:14]=1)([CH2:4][C:5]([CH3:8])([CH3:7])[CH3:6])([CH3:2])[CH3:3].[C:16]1([OH:22])[CH:21]=[CH:20][CH:19]=[CH:18][CH:17]=1.[OH:15][C:12]1[CH:11]=[CH:10][C:9]([C:1]([C:4]2[CH:5]=[CH:8][C:16]([OH:22])=[CH:17][CH:18]=2)([CH3:2])[CH3:3])=[CH:14][CH:13]=1.[CH2:26]=[O:27] |f:4.5,7.8.9.10|. Reported procedure: 375 g. (1.8 moles) of p-tert-octylphenol, 75 g (0.8 mole) of phenol, 50 g (0.22 mole) of 4,4'-isopropylidene-biphenol (bisphenol A), 215 g (2.65 moles) of 37% formalin, 10 g of oxalic acid and 100 g of xylene were put into a reactor, and they were refluxed for 7 hours at the boiling point of the water-xylene azeotrope. The reaction mixture was then heated to 170° C. while removing water and the solvent, thereby giving a p-tert-octylphenol/phenol/bisphenol A/formaldehyde co-condensate having a so... Run at temperature 170 celsius. Product: C(C)(C)(CC(C)(C)C)C1=CC=C(C=C1)O.C1(=CC=CC=C1)O.OC1=CC=C(C=C1)C(C)(C)C1=CC=C(C=C1)O.C=O (p-tert-octylphenol phenol bisphenol A formaldehyde). Solvent: C=1(C(=CC=CC1)C)C (xylene), O.C=1(C(=CC=CC1)C)C (water xylene). The reactants are C(C)(C)(CC(C)(C)C)C1=CC=C(C=C1)O (p-tert-octylphenol), C1(=CC=CC=C1)O (phenol), 4,4'-isopropylidene-biphenol, C=O (formalin), C(C(=O)O)(=O)O (oxalic acid). The reactants are C1(=CC=CC=C1)SC(CO)=C (2-(phenylthio)-2-propenyl alcohol), ClC1=CC(=CC=C1)C(=O)OO (m-chloroperbenzoic acid). Solvent: C(Cl)Cl (CH2Cl2). Reaction conditions: temperature -78 celsius, time 1 hour. The product is C1(=CC=CC=C1)S(=O)C(CO)=C (2-(Phenylsulfinyl)-2-propenyl Alcohol). Yield: 56.9%. RXN SMILES: [C:1]1([S:7][C:8](=[CH2:11])[CH2:9][OH:10])[CH:6]=[CH:5][CH:4]=[CH:3][CH:2]=1.ClC1C=CC=C(C(OO)=[O:20])C=1>C(Cl)Cl>[C:1]1([S:7]([C:8](=[CH2:11])[CH2:9][OH:10])=[O:20])[CH:6]=[CH:5][CH:4]=[CH:3][CH:2]=1. Procedure: To a stirred solution of 0.91 g (5.5 mmol) of 2-(phenylthio)-2-propenyl alcohol in 60 mL of CH2Cl2 at -78° C. was added 1.11 g (5.5 mmol) of 85% m-chloroperbenzoic acid. The reaction mixture was stirred for 1 hour at -78° C. The cooling bath was removed and the mixture allowed to warm to room temperature. The mixture was filtered, and then extracted with three 50-mL portions of saturated NaHCO3. The organic layer was dried over MgSO4, filtered, and the solvent removed in vacuo from a water bath ... Reactants: BrCCBr, CC1(c2ccc(Br)cc2)OCCO1, CC(C)=CCBr, [Cl-], I, [Mg], [NH4+], C1CCOC1, O. Product: CC(C)=CCc1ccc(C2(C)OCCO2)cc1. RXN SMILES: [Br:3][CH2:4][CH2:5][Br:6].[Br:7][c:8]1[cH:9][cH:10][c:11]([C:14]2([CH3:19])[O:15][CH2:16][CH2:17][O:18]2)[cH:12][cH:13]1.[CH2:20]([CH:21]=[C:22]([CH3:23])[CH3:24])[Br:25].[Cl-:26].[I:2].[Mg:1].[NH4+:27].[O:28]1[CH2:29][CH2:30][CH2:31][CH2:32]1.[OH2:33]>>[c:8]1([CH2:20][CH:21]=[C:22]([CH3:23])[CH3:24])[cH:9][cH:10][c:11]([C:14]2([CH3:19])[O:15][CH2:16][CH2:17][O:18]2)[cH:12][cH:13]1. Reactants: CC(O[Si](C)(C)C(C)(C)C)C1C(=O)N([Si](C)(C)C(C)(C)C)C1CC(O)CC(=O)OCc1ccc([N+](=O)[O-])cc1, ClCCl, O=[Cr](=O)=O, c1ccncc1. Product: CC(O[Si](C)(C)C(C)(C)C)C1C(=O)N([Si](C)(C)C(C)(C)C)C1CC(=O)CC(=O)OCc1ccc([N+](=O)[O-])cc1. RXN SMILES: [C:11]([CH3:12])([CH3:13])([CH3:14])[Si:15]([N:16]1[C:17](=[O:47])[CH:18]([CH:37]([CH3:38])[O:39][Si:40]([CH3:41])([CH3:42])[C:43]([CH3:44])([CH3:45])[CH3:46])[CH:19]1[CH2:20][CH:21]([CH2:22][C:23](=[O:24])[O:25][CH2:26][c:27]1[cH:28][cH:29][c:30]([N+:33](=[O:34])[O-:35])[cH:31][cH:32]1)[OH:36])([CH3:48])[CH3:49].[CH2:50]([Cl:51])[Cl:52].[O:1]=[Cr:2](=[O:3])=[O:4].[cH:5]1[cH:6][cH:7][n:8][cH:9][cH:10]1>>[C:11]([CH3:12])([CH3:13])([CH3:14])[Si:15]([N:16]1[C:17](=[O:47])[CH:18]([CH:37]([CH3:38])[O:39][Si:40]([CH3:41])([CH3:42])[C:43]([CH3:44])([CH3:45])[CH3:46])[CH:19]1[CH2:20][C:21]([CH2:22][C:23](=[O:24])[O:25][CH2:26][c:27]1[cH:28][cH:29][c:30]([N+:33](=[O:34])[O-:35])[cH:31][cH:32]1)=[O:36])([CH3:48])[CH3:49]. The reactants are CO, COC(=O)C(C)=CCOc1ccc(Cl)cc1Cl, [K+], C1CCOC1, [OH-]. Product: CC(=CCOc1ccc(Cl)cc1Cl)C(=O)O. Reaction SMILES: [CH3:20][OH:21].[Cl:3][c:4]1[c:5]([O:6][CH2:7][CH:8]=[C:9]([C:10](=[O:11])[O:12][CH3:13])[CH3:14])[cH:15][cH:16][c:17]([Cl:19])[cH:18]1.[K+:2].[O:22]1[CH2:23][CH2:24][CH2:25][CH2:26]1.[OH-:1]>>[Cl:3][c:4]1[c:5]([O:6][CH2:7][CH:8]=[C:9]([C:10](=[O:11])[OH:12])[CH3:14])[cH:15][cH:16][c:17]([Cl:19])[cH:18]1. Reactants: COC(OC)N(C)C, CC(C)c1cc(N)[nH]n1, C1COCCO1. Product: CC(C)c1cc(N=CN(C)C)[nH]n1. As a reaction SMILES: [CH3:10][O:11][CH:12]([N:13]([CH3:14])[CH3:15])[O:16][CH3:17].[CH:1]([CH3:2])([CH3:3])[c:4]1[n:5][nH:6][c:7]([NH2:9])[cH:8]1.[O:18]1[CH2:19][CH2:20][O:21][CH2:22][CH2:23]1>>[CH:1]([CH3:2])([CH3:3])[c:4]1[n:5][nH:6][c:7]([N:9]=[CH:12][N:13]([CH3:14])[CH3:15])[cH:8]1.